Dataset: the Open Reaction Database (ORD), a public repository of structured organic reaction records. Task: describe an organic reaction: reactants, conditions, products, and yield Procedure: Using the same method as in Example 1-(ii), 4′-fluorobiphenyl-3-amine was reacted with the (2-([4-chloro-2-(methoxycarbonyl)phenyl]amino)-2-oxoethoxy)acetic acid obtained in Example 1-(i) to give 5-chloro-2-[((2-[(4′-fluorobiphenyl-3-yl)amino]-2-oxoethoxy)acetyl)amino]benzoic acid.methyl ester (yield: 82%). Reactants: FC1=CC=C(C=C1)C1=CC(=CC=C1)N (4′-fluorobiphenyl-3-amine), ClC1=CC(=C(C=C1)NC(COCC(=O)O)=O)C(=O)OC ((2-([4-chloro-2-(methoxycarbonyl)phenyl]amino)-2-oxoethoxy)acetic acid). Product: ClC=1C=CC(=C(C(=O)O)C1)NC(COCC(=O)NC=1C=C(C=CC1)C1=CC=C(C=C1)F)=O (5-chloro-2-[((2-[(4′-fluorobiphenyl-3-yl)amino]-2-oxoethoxy)acetyl)amino]benzoic acid). RXN SMILES: [F:1][C:2]1[CH:7]=[CH:6][C:5]([C:8]2[CH:13]=[CH:12][CH:11]=[C:10]([NH2:14])[CH:9]=2)=[CH:4][CH:3]=1.[Cl:15][C:16]1[CH:21]=[CH:20][C:19]([NH:22][C:23](=[O:30])[CH2:24][O:25][CH2:26][C:27](O)=[O:28])=[C:18]([C:31]([O:33]C)=[O:32])[CH:17]=1>>[Cl:15][C:16]1[CH:21]=[CH:20][C:19]([NH:22][C:23](=[O:30])[CH2:24][O:25][CH2:26][C:27]([NH:14][C:10]2[CH:9]=[C:8]([C:5]3[CH:4]=[CH:3][C:2]([F:1])=[CH:7][CH:6]=3)[CH:13]=[CH:12][CH:11]=2)=[O:28])=[C:18]([CH:17]=1)[C:31]([OH:33])=[O:32]. RXN SMILES: [F:1][C:2]1[CH:7]=[CH:6][C:5]([NH:8][C:9]([C:11]2[C:15]([NH:16][CH:17]3[CH2:22][CH2:21][CH2:20][CH2:19][CH2:18]3)=[CH:14][NH:13][N:12]=2)=[O:10])=[CH:4][CH:3]=1.[C:23]1(=O)CCCCC1.C=O>>[F:1][C:2]1[CH:3]=[CH:4][C:5]([NH:8][C:9]([C:11]2[C:15]([N:16]([CH:17]3[CH2:18][CH2:19][CH2:20][CH2:21][CH2:22]3)[CH3:23])=[CH:14][NH:13][N:12]=2)=[O:10])=[CH:6][CH:7]=1. Product: FC1=CC=C(C=C1)NC(=O)C1=NNC=C1N(C)C1CCCCC1 (4-(Cyclohexyl-methyl-amino)-1H-pyrazole-3-carboxylic acid (4-fluoro-phenyl)-amide). The reactants are FC1=CC=C(C=C1)NC(=O)C1=NNC=C1NC1CCCCC1 (4-Cyclohexylamino-1H-pyrazole-3-carboxylic acid (4-fluoro-phenyl)-amide), C1(CCCCC1)=O (cyclohexanone), C=O (formaldehyde). Reported procedure: This compound was prepared in a manner analogous to the compound of Example 19 by succssive reductive alkylations using firstly cyclohexanone and then formaldehyde. (LC/MS: Rt 2.77 [MH]+316.71). Reactants: CC=1C=C(COC(C2=CC=CC=C2)=O)C=C(C1)C (benzoic acid 3,5-dimethyl-benzyl ester), C1CC(=O)N(C1=O)Br (NBS). The reagents and catalysts are [W] (tungsten). Run in C(Cl)(Cl)(Cl)Cl (carbon tetrachloride). Yields the product BrCC=1C=C(C=O)C=C(C1)C (3-bromomethyl-5-methyl-benzaldehyde). Yield: 98.7%. RXN SMILES: [CH3:1][C:2]1[CH:3]=[C:4]([CH:15]=[C:16]([CH3:18])[CH:17]=1)[CH2:5][O:6]C(=O)C1C=CC=CC=1.C1C(=O)N([Br:26])C(=O)C1>C(Cl)(Cl)(Cl)Cl.[W]>[Br:26][CH2:1][C:2]1[CH:3]=[C:4]([CH:15]=[C:16]([CH3:18])[CH:17]=1)[CH:5]=[O:6]. Procedure details: A mixture of benzoic acid 3,5-dimethyl-benzyl ester (24 g, 0.1M) and NBS (39.16 g, 0.22M) in carbon tetrachloride (200 ml) was refluxed for 3 hr. under a light of 500 W tungsten lamp. After cooling to room temperature, the mixture was filtered and the filtrate was evaporated in vacuo. The residue was dissolved in ether, washed with aqueous saturated sodium bicarbonate solution, dried with anhydrous magnesium sulfate, filtered, and evaporated in vacuo to give 21 g of crude 3-bromomethyl-5-methyl-...